From a dataset of the Open Reaction Database (ORD), a public repository of structured organic reaction records. describe an organic reaction: reactants, conditions, products, and yield The reactants are O (water), CCCCCCCC(=O)C(C(=O)CCCCCCC)(C(=O)CCCCCCC)[NH3+].[Cl-] (aliquat336), C(C)(=O)O (acetic acid), [Mn](=O)(=O)(=O)[O-].[K+] (potassium permanganate), resultant mixture, C(C=C)C1C(C(C(C(O1)COC(C)=O)OCC1=CC=CC=C1)OCC1=CC=CC=C1)OCC1=CC=CC=C1 (Acetic acid 6-allyl-3,4,5-tris-benzyloxy-tetrahydro-pyran-2-ylmethyl ester). The solvent is ClCCl (dichloromethane). Reaction conditions: time 8 hour. The product is C(C)(=O)OCC1C(C(C(C(O1)CC(=O)O)OCC1=CC=CC=C1)OCC1=CC=CC=C1)OCC1=CC=CC=C1 ((6-acetoxymethyl-3,4,5-tris-benzyloxy-tetrahydro-pyran-2-yl)-acetic acid). Reaction SMILES: C([CH:4]1[O:9][CH:8]([CH2:10][O:11][C:12](=O)[CH3:13])[CH:7]([O:15][CH2:16][C:17]2[CH:22]=[CH:21][CH:20]=[CH:19][CH:18]=2)[CH:6]([O:23][CH2:24][C:25]2[CH:30]=[CH:29][CH:28]=[CH:27][CH:26]=2)[CH:5]1[O:31][CH2:32][C:33]1[CH:38]=[CH:37][CH:36]=[CH:35][CH:34]=1)C=C.[OH2:39].CCCCCCCC(C([NH3+])(C(CCCCCCC)=O)C(CCCCCCC)=O)=O.[Cl-].[Mn]([O-])(=O)(=O)=O.[K+].[C:76]([OH:79])(=[O:78])[CH3:77]>ClCCl>[C:12]([O:11][CH2:10][CH:8]1[O:9][CH:4]([CH2:77][C:76]([OH:79])=[O:78])[CH:5]([O:31][CH2:32][C:33]2[CH:38]=[CH:37][CH:36]=[CH:35][CH:34]=2)[CH:6]([O:23][CH2:24][C:25]2[CH:26]=[CH:27][CH:28]=[CH:29][CH:30]=2)[CH:7]1[O:15][CH2:16][C:17]1[CH:22]=[CH:21][CH:20]=[CH:19][CH:18]=1)(=[O:39])[CH3:13] |f:2.3,4.5|. Reported procedure: Acetic acid 6-allyl-3,4,5-tris-benzyloxy-tetrahydro-pyran-2-ylmethyl ester (from Example 7) (5 g, 9.7 mmol) was dissolved in dichloromethane (50 ml), water (50 ml), acetic acid (5 ml) and aliquat336 (1 ml) and cooled to 0° C. To this solution was added potassium permanganate (6.1 g, 38.7 mmol) portionwise with vigorous stirring, the resultant mixture allowed to warm to room temperature and stirring continued overnight. The reaction mixture was cooled to 0° C. and quenched with sodium sulfite (10... Reactants: ClC1=C(C=CC(=C1)Cl)S(=O)(=O)NC1=C2C=C(NC2=CC=C1OC1=C(C=C(C=C1)CC(=O)O)OC)C (2-(4-(4-(2,4-Dichlorophenylsulfonamido)-2-methyl-1H-indol-5-yloxy)-3-methoxyphenyl)acetic acid), ClN1C(CCC1=O)=O (N-chlorosuccinimide). Run in CN(C=O)C (N,N-dimethylformamide). Run at time 40 minute. Product: ClC1=C(NC2=CC=C(C(=C12)NS(=O)(=O)C1=C(C=C(C=C1)Cl)Cl)OC1=C(C=C(C=C1)CC(=O)O)OC)C (2-(4-(3-Chloro-4-(2,4-dichlorophenylsulfonamido)-2-methyl-1H-indol-5-yloxy)-3-methoxyphenyl)acetic acid). RXN SMILES: [Cl:1][C:2]1[CH:7]=[C:6]([Cl:8])[CH:5]=[CH:4][C:3]=1[S:9]([NH:12][C:13]1[C:21]([O:22][C:23]2[CH:28]=[CH:27][C:26]([CH2:29][C:30]([OH:32])=[O:31])=[CH:25][C:24]=2[O:33][CH3:34])=[CH:20][CH:19]=[C:18]2[C:14]=1[CH:15]=[C:16]([CH3:35])[NH:17]2)(=[O:11])=[O:10].[Cl:36]N1C(=O)CCC1=O>CN(C)C=O>[Cl:36][C:15]1[C:14]2[C:18](=[CH:19][CH:20]=[C:21]([O:22][C:23]3[CH:28]=[CH:27][C:26]([CH2:29][C:30]([OH:32])=[O:31])=[CH:25][C:24]=3[O:33][CH3:34])[C:13]=2[NH:12][S:9]([C:3]2[CH:4]=[CH:5][C:6]([Cl:8])=[CH:7][C:2]=2[Cl:1])(=[O:11])=[O:10])[NH:17][C:16]=1[CH3:35]. Procedure details: A room temperature solution of 1 (14 mg, 0.026 mmol) and N-chlorosuccinimide (4 mg, 0.029 mmol) dissolved in N,N-dimethylformamide (1 mL) was stirred for 40 min., after which time HPLC indicated no 1 remained. The reaction was partitioned between ethyl acetate and 10% sodium thiosulfate aqueous solution. The organic separation was washed twice with water then brine. The organic layer was stirred over magnesium sulfate, filtered and the filtrate concentrated in vacuo on a rotary evaporator to aff... The product is O=C(CC(O)C(=O)O)Nc1cn(C2CCCC2)c2cc(NC3CCCCC3)c(F)cc2c1=O. RXN SMILES: [CH3:40][OH:41].[CH:1]1([NH:7][c:8]2[c:9]([F:36])[cH:10][c:11]3[c:12](=[O:35])[c:13]([NH:23][C:24]([CH2:25][CH:26]4[O:27][C:28]([CH3:32])([CH3:33])[O:29][C:30]4=[O:31])=[O:34])[cH:14][n:15]([CH:18]4[CH2:19][CH2:20][CH2:21][CH2:22]4)[c:16]3[cH:17]2)[CH2:2][CH2:3][CH2:4][CH2:5][CH2:6]1.[ClH:37].[Na+:39].[OH-:38]>>[CH:1]1([NH:7][c:8]2[c:9]([F:36])[cH:10][c:11]3[c:12](=[O:35])[c:13]([NH:23][C:24]([CH2:25][CH:26]([OH:27])[C:30](=[O:29])[OH:31])=[O:34])[cH:14][n:15]([CH:18]4[CH2:19][CH2:20][CH2:21][CH2:22]4)[c:16]3[cH:17]2)[CH2:2][CH2:3][CH2:4][CH2:5][CH2:6]1. Starting materials: CO, CC1(C)OC(=O)C(CC(=O)Nc2cn(C3CCCC3)c3cc(NC4CCCCC4)c(F)cc3c2=O)O1, Cl, [Na+], [OH-]. Reactants: ClCC(=O)N1[C@H](C(=O)OC)CC[C@@H]1C#C[Si](C)(C)C (methyl (5R)-1-(chloroacetyl)-5-((trimethylsilyl)ethynyl)-L-prolinate), O[Li].O (LiOH•H2O). Run in CO (MeOH), O (H2O). Reaction conditions: time 8 hour. Yields the product ClCC(=O)N1[C@H](C(=O)O)CC[C@@H]1C#C ((5R)-1-(chloroacetyl)-5-ethynyl-L-proline). RXN SMILES: [Cl:1][CH2:2][C:3]([N:5]1[C@@H:13]([C:14]#[C:15][Si](C)(C)C)[CH2:12][CH2:11][C@H:6]1[C:7]([O:9]C)=[O:8])=[O:4].O[Li].O>CO.O>[Cl:1][CH2:2][C:3]([N:5]1[C@@H:13]([C:14]#[CH:15])[CH2:12][CH2:11][C@H:6]1[C:7]([OH:9])=[O:8])=[O:4] |f:1.2|. Procedure details: To a stirred solution of methyl (5R)-1-(chloroacetyl)-5-((trimethylsilyl)ethynyl)-L-prolinate (3.69 g, 12.2 mmol) in MeOH (24 mL) and H2O (24 mL) at room temperature was added LiOH•H2O (0.8 g, 18 mmol). The reaction mixture was stirred at ambient temperature overnight and concentrated under reduced pressure. The residue was taken up in water and extracted with diethyl ether (2×). The aqueous layer was acidified to pH˜3 by adding 4% KHSO4 dropwise. The solution was extracted with ethyl acetate (3... Starting materials: FC(C(=O)O\C=C\1/C(NC(S1)=O)=O)(CCC#C)F ((E)-5-(2,2-difluoro-hex-5-ynoyloxymethylidenyl)-2,4-thiazolidindione), ClC1=CC=C(S1)CO (5-chlorothiophen-2-ylmethyl alcohol), C(=O)(Cl)Cl (phosgene), ClC(Cl)(OC(OC(Cl)(Cl)Cl)=O)Cl (triphosgene). Solvent: C1CCOC1 (THF). Yields the product ClC1=CC=C(S1)COC(=O)N1C(S/C(/C1=O)=C/OC(C(CCC#C)(F)F)=O)=O ((E)-5-(2,2-difluoro-hex-5-ynoyloxymethylene)-2,4-dioxo-thiazolidine-3-carboxylic Acid 5-chloro-thiophen-2-ylmethyl Ester). Reaction SMILES: [F:1][C:2]([F:18])([CH2:14][CH2:15][C:16]#[CH:17])[C:3]([O:5]/[CH:6]=[C:7]1\[C:8](=[O:13])[NH:9][C:10](=[O:12])[S:11]\1)=[O:4].C(Cl)(Cl)=O.ClC(Cl)(O[C:27](=[O:33])[O:28][C:29](Cl)(Cl)Cl)Cl.[Cl:35][C:36]1[S:40][C:39](CO)=[CH:38][CH:37]=1>C1COCC1>[Cl:35][C:36]1[S:40][C:39]([CH2:29][O:28][C:27]([N:9]2[C:8](=[O:13])/[C:7](=[CH:6]\[O:5][C:3](=[O:4])[C:2]([F:1])([F:18])[CH2:14][CH2:15][C:16]#[CH:17])/[S:11][C:10]2=[O:12])=[O:33])=[CH:38][CH:37]=1. Procedure: To a stirred solution of (E)-5-(2,2-difluoro-hex-5-ynoyloxymethylidenyl)-2,4-thiazolidindione, which may be prepared as described in Step (d) above, in THF is added 2 mol equivalents of a non-nucleophilic base such as one of those described above in Example 17, followed by 1 mol equivalent of phosgene or 0.33 mol equivalents of triphosgene, and the mixture is stirred. After stirring for from 1 minute to about 1 hour, 5-chlorothiophen-2-ylmethyl alcohol is added, and the mixture is stirred. React... Starting materials: C(Cl)Cl (CH2Cl2), N (Ammonia), C1=CC=C2C(=C1)C(=O)C(C2=O)(O)O (ninhydrin). Run in CO (MeOH). Yields the product C(C1=CC=CC=C1)(=O)N (Benzamide). As a reaction SMILES: C(Cl)Cl.[NH3:4].[CH:5]1[CH:10]=[C:9]2C(C(O)(O)[C:14](=[O:15])[C:8]2=[CH:7][CH:6]=1)=O>CO>[C:14]([NH2:4])(=[O:15])[C:8]1[CH:9]=[CH:10][CH:5]=[CH:6][CH:7]=1. Procedure details: RF 0.8 in 100:30:5/CH2Cl2:MeOH: 880 Ammonia, visualised with ninhydrin. Product: Cc1c(N=C2OCC3C(O)CCN23)ccc(C#N)c1Cl. As a reaction SMILES: [C:1]([Si:2]([c:3]1[cH:4][cH:5][cH:26][cH:27][cH:28]1)([O:6][CH:7]1[CH2:8][CH2:9][N:10]2[C:11](=[N:15][c:16]3[c:17]([CH3:25])[c:18]([Cl:24])[c:19]([C:20]#[N:21])[cH:22][cH:23]3)[O:12][CH2:13][CH:14]12)[c:29]1[cH:30][cH:31][cH:32][cH:33][cH:34]1)([CH3:35])([CH3:36])[CH3:37].[CH2:50]1[O:51][CH2:52][CH2:53][CH2:54]1.[FH:38].[Na+:49].[O-:45][C:46]([OH:47])=[O:48].[cH:39]1[cH:40][cH:41][n:42][cH:43][cH:44]1>>[OH:6][CH:7]1[CH2:8][CH2:9][N:10]2[C:11](=[N:15][c:16]3[c:17]([CH3:25])[c:18]([Cl:24])[c:19]([C:20]#[N:21])[cH:22][cH:23]3)[O:12][CH2:13][CH:14]12. The reactants are Cc1c(N=C2OCC3C(O[Si](c4ccccc4)(c4ccccc4)C(C)(C)C)CCN23)ccc(C#N)c1Cl, C1CCOC1, F, [Na+], O=C([O-])O, c1ccncc1.